This data is from the Open Reaction Database (ORD), a public repository of structured organic reaction records. The task is: describe an organic reaction: reactants, conditions, products, and yield The reactants are OC(C)C=1OC(C2=CC=CC=C2C1C1=CC=C(C=C1)CN1CCN(CC1)C)=O (3-(1-hydroxyethyl)-4-(4-((4-methylpiperazin-1-yl)methyl)phenyl)-1H-isochromen-1-one), FC=1C=C(C=C(C1)OC)C1=NNC2=NC=NC(=C21)N (3-(3-fluoro-5-methoxyphenyl)-1H-pyrazolo[3,4-d]pyrimidin-4-amine). The product is NC1=C2C(=NC=N1)N(N=C2C2=CC(=CC(=C2)OC)F)C(C)C=2OC(C1=CC=CC=C1C2C2=CC=C(C=C2)CN2CCN(CC2)C)=O (3-(1-(4-amino-3-(3-fluoro-5-methoxyphenyl)-1H-pyrazolo[3,4-d]pyrimidin-1-yl)ethyl)-4-(4-((4-methylpiperazin-1-yl)methyl)phenyl)-1H-isochromen-1-one). Isolated yield 8.0%. RXN SMILES: O[CH:2]([C:4]1[O:5][C:6](=[O:28])[C:7]2[C:12]([C:13]=1[C:14]1[CH:19]=[CH:18][C:17]([CH2:20][N:21]3[CH2:26][CH2:25][N:24]([CH3:27])[CH2:23][CH2:22]3)=[CH:16][CH:15]=1)=[CH:11][CH:10]=[CH:9][CH:8]=2)[CH3:3].[F:29][C:30]1[CH:31]=[C:32]([C:38]2[C:46]3[C:41](=[N:42][CH:43]=[N:44][C:45]=3[NH2:47])[NH:40][N:39]=2)[CH:33]=[C:34]([O:36][CH3:37])[CH:35]=1>>[NH2:47][C:45]1[N:44]=[CH:43][N:42]=[C:41]2[N:40]([CH:2]([C:4]3[O:5][C:6](=[O:28])[C:7]4[C:12]([C:13]=3[C:14]3[CH:15]=[CH:16][C:17]([CH2:20][N:21]5[CH2:26][CH2:25][N:24]([CH3:27])[CH2:23][CH2:22]5)=[CH:18][CH:19]=3)=[CH:11][CH:10]=[CH:9][CH:8]=4)[CH3:3])[N:39]=[C:38]([C:32]3[CH:33]=[C:34]([O:36][CH3:37])[CH:35]=[C:30]([F:29])[CH:31]=3)[C:46]=12. Procedure: The title compound was made in a similar way as that of example 134, step a, from 3-(1-hydroxyethyl)-4-(4-((4-methylpiperazin-1-yl)methyl)phenyl)-1H-isochromen-1-one (Intermediate B46, 750 mg, 1.982 mmol) and 3-(3-fluoro-5-methoxyphenyl)-1H-pyrazolo[3,4-d]pyrimidin-4-amine (Intermediate G1, 565 mg, 2.18 mmol) to give 3-(1-(4-amino-3-(3-fluoro-5-methoxyphenyl)-1H-pyrazolo[3,4-d]pyrimidin-1-yl)ethyl)-4-(4-((4-methylpiperazin-1-yl)methyl)phenyl)-1H-isochromen-1-one (98 mg, 0.158 mmol, 7.98% yield) ... The reactants are COC(=O)c1ccc(NC(C)=O)cc1Cl, O, O=[N+]([O-])O. Yields the product COC(=O)c1cc([N+](=O)[O-])c(NC(C)=O)cc1Cl. RXN SMILES: [C:5]([CH3:6])(=[O:7])[NH:8][c:9]1[cH:10][c:11]([Cl:19])[c:12]([C:13](=[O:14])[O:15][CH3:16])[cH:17][cH:18]1.[OH2:20].[OH:1][N+:2]([O-:3])=[O:4]>>[O-:1][N+:2](=[O:4])[c:18]1[c:9]([NH:8][C:5]([CH3:6])=[O:7])[cH:10][c:11]([Cl:19])[c:12]([C:13](=[O:14])[O:15][CH3:16])[cH:17]1.